This data is from the Open Reaction Database (ORD), a public repository of structured organic reaction records. The task is: describe an organic reaction: reactants, conditions, products, and yield Procedure details: Combine 3-(2-(4-(1-(2-ethoxyethyl)-1H-benzimidazol-2-yl)[1,4]diazepan-1-yl)ethyl)-3-phenylpyrrolidine (prepared from (−)-3-phenyl-3-(2-hydroxyethyl)pyrrolidine(R,R)-di-p-anisoyltartaric acid salt) (0.69 g, 1.49 mmol) and sodium bicarbonate (0.93 g, 11.07 mmol) in acetone/water (1/1, 40 mL). Cool in an ice bath. Add a solution of 2-methoxy-5-(1H-tetrazol-1-ylmethyl)benzoyl chloride (0.38 g, 1.49 mmol) in acetone (25 mL). After 18 hours, dilute the reaction mixture with ethyl acetate and extract t... The product is COC1=C(C(=O)N2CC(CC2)(C2=CC=CC=C2)CCN2CCN(CCC2)C2=NC3=C(N2CCOCC)C=CC=C3)C=C(C=C1)CN1N=NN=C1 (1-(2-Methoxy-5-(1H-tetrazol-1-ylmethyl)benzoyl)-3-(2-(4-(1-(2-ethoxyethyl)-1H-benzimidazol-2-yl)[1,4]diazepan-1-yl)ethyl)-3-phenylpyrrolidine). Solvent: CC(=O)C (acetone), C(C)(=O)OCC (ethyl acetate), C(C)(=O)OCC.CCCCCC (ethyl acetate hexane), C(C)(=O)OCC (ethyl acetate). Reaction SMILES: [CH2:1]([O:3][CH2:4][CH2:5][N:6]1[C:10]2[CH:11]=[CH:12][CH:13]=[CH:14][C:9]=2[N:8]=[C:7]1[N:15]1[CH2:21][CH2:20][CH2:19][N:18]([CH2:22][CH2:23][C:24]2([C:29]3[CH:34]=[CH:33][CH:32]=[CH:31][CH:30]=3)[CH2:28][CH2:27][NH:26][CH2:25]2)[CH2:17][CH2:16]1)[CH3:2].C(=O)(O)[O-].[Na+].[CH3:40][O:41][C:42]1[CH:50]=[CH:49][C:48]([CH2:51][N:52]2[CH:56]=[N:55][N:54]=[N:53]2)=[CH:47][C:43]=1[C:44](Cl)=[O:45].CO.ClCCl>C(OCC)(=O)C.CCCCCC.CC(C)=O.C(OCC)(=O)C>[CH3:40][O:41][C:42]1[CH:50]=[CH:49][C:48]([CH2:51][N:52]2[CH:56]=[N:55][N:54]=[N:53]2)=[CH:47][C:43]=1[C:44]([N:26]1[CH2:27][CH2:28][C:24]([CH2:23][CH2:22][N:18]2[CH2:19][CH2:20][CH2:21][N:15]([C:7]3[N:6]([CH2:5][CH2:4][O:3][CH2:1][CH3:2])[C:10]4[CH:11]=[CH:12][CH:13]=[CH:14][C:9]=4[N:8]=3)[CH2:16][CH2:17]2)([C:29]2[CH:34]=[CH:33][CH:32]=[CH:31][CH:30]=2)[CH2:25]1)=[O:45] |f:1.2,4.5,6.7|. Starting materials: C(C)OCCN1C(=NC2=C1C=CC=C2)N2CCN(CCC2)CCC2(CNCC2)C2=CC=CC=C2 (3-(2-(4-(1-(2-ethoxyethyl)-1H-benzimidazol-2-yl)[1,4]diazepan-1-yl)ethyl)-3-phenylpyrrolidine), COC1=C(C(=O)Cl)C=C(C=C1)CN1N=NN=C1 (2-methoxy-5-(1H-tetrazol-1-ylmethyl)benzoyl chloride), C([O-])(O)=O.[Na+] (sodium bicarbonate), CO.ClCCl (methanol dichloromethane). Conditions: time 18 hour.